From a dataset of the Open Reaction Database (ORD), a public repository of structured organic reaction records. describe an organic reaction: reactants, conditions, products, and yield The reactants are C1COCCO1, CO, Cl, [Na+], C=CCOc1cc(CCOCCOC2CCCCO2)c(CC)c(OCC=C)c1, O, O=C([O-])O. Reaction SMILES: [CH2:38]1[O:39][CH2:40][CH2:41][O:42][CH2:43]1.[CH3:36][OH:37].[ClH:29].[Na+:30].[O:1]1[CH2:2][CH2:3][CH2:4][CH2:5][CH:6]1[O:7][CH2:8][CH2:9][O:10][CH2:11][CH2:12][c:13]1[c:14]([CH2:27][CH3:28])[c:15]([O:23][CH2:24][CH:25]=[CH2:26])[cH:16][c:17]([O:19][CH2:20][CH:21]=[CH2:22])[cH:18]1.[OH2:35].[OH:31][C:32](=[O:33])[O-:34]>>[OH:7][CH2:8][CH2:9][O:10][CH2:11][CH2:12][c:13]1[c:14]([CH2:27][CH3:28])[c:15]([O:23][CH2:24][CH:25]=[CH2:26])[cH:16][c:17]([O:19][CH2:20][CH:21]=[CH2:22])[cH:18]1. Product: C=CCOc1cc(CCOCCO)c(CC)c(OCC=C)c1. Reactants: Cl (HCl), NC1=C(C(=O)NCCCC(=O)O)C=CC=C1 (4-(2-aminobenzoylamino)butanoic acid), [N+](=O)([O-])C1=C(C(=O)Cl)C=CC=C1 (2-nitrobenzoyl chloride), [OH-].[Na+] (NaOH), crude product. Run in C(C)N(CC)CC (triethylamine), C(C)(=O)OCC (ethyl acetate), C(C)(=O)OCC (ethyl acetate). Reaction conditions: time 24 hour. The product is [N+](=O)([O-])C1=C(C(=O)NC2=C(C(=O)NCCCC(=O)O)C=CC=C2)C=CC=C1 (4-[2-(2-nitrobenzoylamino)benzoylamino]butanoic acid). RXN SMILES: [NH2:1][C:2]1[CH:16]=[CH:15][CH:14]=[CH:13][C:3]=1[C:4]([NH:6][CH2:7][CH2:8][CH2:9][C:10]([OH:12])=[O:11])=[O:5].[N+:17]([C:20]1[CH:28]=[CH:27][CH:26]=[CH:25][C:21]=1[C:22](Cl)=[O:23])([O-:19])=[O:18].[OH-].[Na+].Cl>C(OCC)(=O)C.C(N(CC)CC)C>[N+:17]([C:20]1[CH:28]=[CH:27][CH:26]=[CH:25][C:21]=1[C:22]([NH:1][C:2]1[CH:16]=[CH:15][CH:14]=[CH:13][C:3]=1[C:4]([NH:6][CH2:7][CH2:8][CH2:9][C:10]([OH:12])=[O:11])=[O:5])=[O:23])([O-:19])=[O:18] |f:2.3|. Reported procedure: To a suspension of 3.90 g (17.50 mmol) of 4-(2-aminobenzoylamino)butanoic acid in 40 ml of dry ethyl acetate, add 3.26 g (17.56 mmol) of 2-nitrobenzoyl chloride dissolved in 5 ml of dry ethyl acetate and 1.76 g of triethylamine. Allow the reaction mixture to stir for 24 hours at room temperature. Eliminate the solvent at low pressure, add 30 ml of 10% NaOH to the crude product and continue stirring the mixture until the solid has completely disappeared. Immediately acidify with concentrated HCl ... The product is BrCC(C(OC)OC)=O (3-Bromo-1,1-dimethoxy-propan-2-one). Procedure: Bromine (80 g, 0.5 mol) is added dropwise to a solution of 1,1-dimethoxy-propan-2-one 205 (59 g, 0.5 mol) in anhydrous methanol (400 mL) at 0° C. and the solution is continued stirring at room temperature for 48 h. The solvent is removed under reduced pressure and the residue is dried in vacuo and used without further purification. The reactants are BrBr (Bromine), COC(C(C)=O)OC (1,1-dimethoxy-propan-2-one). RXN SMILES: [Br:1]Br.[CH3:3][O:4][CH:5]([O:9][CH3:10])[C:6](=[O:8])[CH3:7]>CO>[Br:1][CH2:7][C:6](=[O:8])[CH:5]([O:9][CH3:10])[O:4][CH3:3]. The solvent is CO (methanol). Run at time 48 hour. The reactants are [N+]12(CC[N+](CC1)(CC2)F)O.[B-](F)(F)(F)F.[B-](F)(F)(F)F, n1c(nc2c(c1c1cnc(nc1)N)CCN2C1CC(C1)(F)F)N1CCOC[C@@H]1CO. Reagents/catalysts: c1ccc(cc1)-c2c3ccccc3cc4ccccc24 (9-Phenylanthracene). Solvent: C1CCOC1 (THF). Reaction conditions: temperature 25 celsius, time 18 hour. The product is Nc1ncc(cn1)c2nc(nc3N(CCc23)C4CC(F)(F)C4)N5CCOC[C@@H]5CF. Reaction SMILES: [NH2:1][c:2]1[n:7][cH:6][c:5]([c:8]2[c:16]([c:12]3[n:11][c:10]([N:23]4[C@@H:28]([CH2:29]O)[CH2:27][O:26][CH2:25][CH2:24]4)[n:9]2)[CH2:15][CH2:14][N:13]3[CH:17]5[CH2:22][C:19]([F:21])([F:20])[CH2:18]5)[cH:4][n:3]1.O[N+]1(CC[N+]2([F:30])CC1)CC2.F[B-](F)(F)F.F[B-](F)(F)F>>[NH2:1][c:2]1[n:7][cH:6][c:5]([c:8]2[c:16]([c:12]3[n:11][c:10]([N:23]4[C@@H:28]([CH2:29][F:30])[CH2:27][O:26][CH2:25][CH2:24]4)[n:9]2)[CH2:15][CH2:14][N:13]3[CH:17]5[CH2:22][C:19]([F:21])([F:20])[CH2:18]5)[cH:4][n:3]1. The reactants are IC1=CC(=CC=C1)C(F)(F)F (1-iodo-3-(trifluoromethyl)benzene), CC(C)[Mg]Cl (2-propylmagnesium chloride), FC(C(=O)N(C)OC)(C)F (2,2-difluoro-N-methoxy-N-methylpropanamide). Run in C1CCOC1 (THF). Reaction conditions: temperature -15 celsius, time 1 hour. The product is FC(C(=O)C1=CC(=CC=C1)C(F)(F)F)(C)F (2,2-Difluoro-1-[3-(trifluoromethyl)phenyl]propan-1-one). Reaction SMILES: CC([Mg]Cl)C.I[C:7]1[CH:12]=[CH:11][CH:10]=[C:9]([C:13]([F:16])([F:15])[F:14])[CH:8]=1.[F:17][C:18]([F:26])([CH3:25])[C:19](N(OC)C)=[O:20]>C1COCC1>[F:17][C:18]([F:26])([CH3:25])[C:19]([C:7]1[CH:12]=[CH:11][CH:10]=[C:9]([C:13]([F:16])([F:15])[F:14])[CH:8]=1)=[O:20]. Reported procedure: A solution of 2-propylmagnesium chloride in THF (1.3 M, 7.5 ml) was cooled to −15° C. and admixed with 1-iodo-3-(trifluoromethyl)benzene (2.80 g, 10.2 mmol). The reaction mixture was stirred at −15° C. for 1 h, warmed to room temperature and admixed dropwise with a solution of 2,2-difluoro-N-methoxy-N-methylpropanamide (1.43 g, 9.35 mmol; prepared according to Synth. Comm. 2008 (38), 1940-1945), and stirred at room temperature overnight. Then the mixture was added to ice-cold dilute hydrochloric... Reactants: O (water), C1(=CCCCC1)N1CCCC1 (1-cyclohex-1-en-1-ylpyrrolidine), enamine, [Na+].[I-] (NaI), BrCC(=O)C1=CC=CC=C1 (2-bromo-1-phenylethanone). The solvent is CN1CCCC1=O (NMP), CN1CCCC1=O (NMP). Conditions: time 10 hour. Product: O=C(CC1C(CCCC1)=O)C1=CC=CC=C1 (2-(2-oxo-2-phenylethyl)cyclohexanone). RXN SMILES: [C:1]1(N2CCCC2)[CH2:6][CH2:5][CH2:4][CH2:3][CH:2]=1.[Na+].[I-].Br[CH2:15][C:16]([C:18]1[CH:23]=[CH:22][CH:21]=[CH:20][CH:19]=1)=[O:17].[OH2:24]>CN1C(=O)CCC1>[O:17]=[C:16]([C:18]1[CH:23]=[CH:22][CH:21]=[CH:20][CH:19]=1)[CH2:15][CH:2]1[CH2:3][CH2:4][CH2:5][CH2:6][C:1]1=[O:24] |f:1.2|. Reported procedure: To a 250-mL round-bottomed flask containing 2.4 mL of 1-cyclohex-1-en-1-ylpyrrolidine was added 20 mL anhydrous NMP followed by NaI (0.645 g), under nitrogen. The flask was fitted with an addition funnel containing 2-bromo-1-phenylethanone (4.12 g) dissolved in 35 mL anhydrous NMP, which was dropped into the enamine solution over 60 min. This solution was stirred at ambient temperature for 10 h, then 90 mL of water was added to the solution and it was stirred for another 11 hours, under nitrogen... Reactants: O=C(O)c1ncc(Cl)cc1NS(=O)(=O)c1ccc(Cl)c(C(F)(F)F)c1, Nc1cc[nH]n1, O, O=P(Cl)(Cl)Cl, c1ccncc1. Yields the product O=C(Nc1ccn[nH]1)c1ncc(Cl)cc1NS(=O)(=O)c1ccc(Cl)c(C(F)(F)F)c1. RXN SMILES: [Cl:1][c:2]1[cH:3][c:4]([NH:11][S:12](=[O:13])(=[O:14])[c:15]2[cH:16][c:17]([C:22]([F:23])([F:24])[F:25])[c:18]([Cl:21])[cH:19][cH:20]2)[c:5]([C:8](=[O:9])[OH:10])[n:6][cH:7]1.[NH2:26][c:27]1[n:28][nH:29][cH:30][cH:31]1.[OH2:37].[P:32]([Cl:33])([Cl:34])([Cl:35])=[O:36].[cH:38]1[cH:39][cH:40][n:41][cH:42][cH:43]1>>[Cl:1][c:2]1[cH:3][c:4]([NH:11][S:12](=[O:13])(=[O:14])[c:15]2[cH:16][c:17]([C:22]([F:23])([F:24])[F:25])[c:18]([Cl:21])[cH:19][cH:20]2)[c:5]([C:8](=[O:10])[NH:26][c:27]2[nH:28][n:29][cH:30][cH:31]2)[n:6][cH:7]1. Reactants: O=N[O-], Nc1ccc2c(=O)[nH]cnc2c1, [Na+], O, O, O=S(=O)(O)O. Yields the product O=c1[nH]cnc2cc(O)ccc12. Reaction SMILES: [N:1](=[O:2])[O-:3].[NH2:5][c:6]1[cH:7][cH:8][c:9]2[c:10](=[O:16])[nH:11][cH:12][n:13][c:14]2[cH:15]1.[Na+:4].[OH2:17].[OH2:18].[S:19](=[O:20])(=[O:21])([OH:22])[OH:23]>>[OH:2][c:6]1[cH:7][cH:8][c:9]2[c:10](=[O:16])[nH:11][cH:12][n:13][c:14]2[cH:15]1. The reactants are Brc1ccc(-c2ccccc2)cc1, ClC(Cl)Cl, O=S(=O)(O)Cl. Product: O=S(=O)(O)c1ccc(-c2ccc(Br)cc2)cc1. RXN SMILES: [Br:1][c:2]1[cH:3][cH:4][c:5](-[c:8]2[cH:9][cH:10][cH:11][cH:12][cH:13]2)[cH:6][cH:7]1.[CH:19]([Cl:20])([Cl:21])[Cl:22].[Cl:14][S:15](=[O:16])(=[O:17])[OH:18]>>[Br:1][c:2]1[cH:3][cH:4][c:5](-[c:8]2[cH:9][cH:10][c:11]([S:15](=[O:16])(=[O:17])[OH:18])[cH:12][cH:13]2)[cH:6][cH:7]1.